This data is from the Open Reaction Database (ORD), a public repository of structured organic reaction records. The task is: describe an organic reaction: reactants, conditions, products, and yield Starting materials: CC(C)(C)OC(=O)CBr, CCCC[N+](CCCC)(CCCC)CCCC, CCCC[N+](CCCC)(CCCC)CCCC, C1CCOC1, COC(C)(C)C, Cc1ccccc1, C=CC=O, [F-], C[Si](C)(C)C(F)(F)F, [Na+], [OH-], O, O=S(=O)([O-])O. Yields the product C=CC(OCC(=O)OC(C)(C)C)C(F)(F)F. RXN SMILES: [Br:31][CH2:32][C:33](=[O:34])[O:35][C:36]([CH3:37])([CH3:38])[CH3:39].[CH2:14]([N+:15]([CH2:16][CH2:17][CH2:18][CH3:19])([CH2:20][CH2:21][CH2:22][CH3:23])[CH2:24][CH2:25][CH2:26][CH3:27])[CH2:28][CH2:29][CH3:30].[CH2:47]([N+:48]([CH2:49][CH2:50][CH2:51][CH3:52])([CH2:53][CH2:54][CH2:55][CH3:56])[CH2:57][CH2:58][CH2:59][CH3:60])[CH2:61][CH2:62][CH3:63].[CH2:71]1[O:72][CH2:73][CH2:74][CH2:75]1.[CH3:64][O:65][C:66]([CH3:67])([CH3:68])[CH3:69].[CH3:76][c:77]1[cH:78][cH:79][cH:80][cH:81][cH:82]1.[CH:1](=[O:2])[CH:3]=[CH2:4].[F-:13].[F:5][C:6]([F:7])([F:8])[Si:9]([CH3:10])([CH3:11])[CH3:12].[Na+:41].[OH-:40].[OH2:70].[S:42]([O-:43])([OH:44])(=[O:45])=[O:46]>>[CH:1]([O:2][CH2:32][C:33](=[O:34])[O:35][C:36]([CH3:37])([CH3:38])[CH3:39])([CH:3]=[CH2:4])[C:6]([F:5])([F:7])[F:8]. Reactants: C(C)OC(=O)C1=CC(N(C=C1)C1=C(C=C(C=C1Cl)C(F)(F)F)Cl)=O (4-ethoxy carbonyl-1-(2,6-dichloro-4-trifluoromethyl-phenyl)-2-pyridone), C(C)OC(=O)C1=CC(N(C=C1)C1=C(C=C(C=C1Cl)C(F)(F)F)Cl)=O (4-ethoxy carbonyl-1-(2,6-dichloro-4-trifluoromethyl-phenyl)-2-pyridone), [BH4-].[Li+] (lithium borohydride). The solvent is O1CCCC1 (tetrahydrofuran), O1CCCC1 (tetrahydrofuran). Product: OCC1=CC(N(C=C1)C1=C(C=C(C=C1Cl)C(F)(F)F)Cl)=O (4-hydroxymethyl-1-(2,6-dichloro-4-trifluoromethyl-phenyl)-2-pyridone). Yield: 104.7%. Reaction SMILES: [BH4-].[Li+].C([O:5][C:6]([C:8]1[CH:13]=[CH:12][N:11]([C:14]2[C:19]([Cl:20])=[CH:18][C:17]([C:21]([F:24])([F:23])[F:22])=[CH:16][C:15]=2[Cl:25])[C:10](=[O:26])[CH:9]=1)=O)C>O1CCCC1>[OH:5][CH2:6][C:8]1[CH:13]=[CH:12][N:11]([C:14]2[C:19]([Cl:20])=[CH:18][C:17]([C:21]([F:24])([F:22])[F:23])=[CH:16][C:15]=2[Cl:25])[C:10](=[O:26])[CH:9]=1 |f:0.1|. Procedure details: To lithium borohydride (0.32 g, 14.5 mmol) suspended in tetrahydrofuran (10 ml) was added a solution of 4-ethoxy carbonyl-1-2,6 dichloro-4-trifluoromethylphenyl)-2-pyridone (Compound 1, 10 g, 26 mmol) in tetrahydrofuran (30 ml). The mixture was heated under reflux for two hours, allowed to cool to room temperature and the solvent removed in vacuo. The residue was shaken with water and ethyl acetate, the layers separated, and the aqueous layer extracted with ethyl acetate. The combined organic la... Reactants: BrB(Br)Br, COc1ccc(CC(=O)O)cc1C, ClCCl. Yields the product Cc1cc(CC(=O)O)ccc1O. As a reaction SMILES: [B:14]([Br:15])([Br:16])[Br:17].[CH3:1][c:2]1[cH:3][c:4]([CH2:10][C:11](=[O:12])[OH:13])[cH:5][cH:6][c:7]1[O:8][CH3:9].[Cl:18][CH2:19][Cl:20]>>[CH3:1][c:2]1[cH:3][c:4]([CH2:10][C:11](=[O:12])[OH:13])[cH:5][cH:6][c:7]1[OH:8]. Reactants: C(CCCCCCCCC)OC=1C=C(C=C(C1)OCCCCCCCCCC)N (3,5-bis(decyloxy)benzenamine), BrCC(=O)OCC1=CC=CC=C1 (benzyl bromoacetate), 26.4, CN(C1=CC=CC2=CC=CC(=C12)N(C)C)C (1,8-bis(dimethylamino)naphthalene), [I-].[Na+] (sodium iodide). Solvent: C(C)#N (acetonitrile), CN(C)C=O (DMF). Yields the product C1(=CC=CC=C1)COC(CN(CC(OCC1=CC=CC=C1)=O)C1=CC(=CC(=C1)OCCCCCCCCCC)OCCCCCCCCCC)=O (N-[3,5-bis(decyloxy)phenyl]-N-[2-oxo-2-(phenylmethoxy)ethyl]glycine phenylmethyl ester). The yield is 45.0%. RXN SMILES: [CH2:1]([O:11][C:12]1[CH:13]=[C:14]([NH2:29])[CH:15]=[C:16]([O:18][CH2:19][CH2:20][CH2:21][CH2:22][CH2:23][CH2:24][CH2:25][CH2:26][CH2:27][CH3:28])[CH:17]=1)[CH2:2][CH2:3][CH2:4][CH2:5][CH2:6][CH2:7][CH2:8][CH2:9][CH3:10].Br[CH2:31][C:32]([O:34][CH2:35][C:36]1[CH:41]=[CH:40][CH:39]=[CH:38][CH:37]=1)=[O:33].CN(C)[C:44]1[C:53]2[C:48](=[CH:49][CH:50]=[CH:51][C:52]=2N(C)C)C=CC=1.[I-].[Na+]>C(#N)C.CN(C=O)C>[C:36]1([CH2:35][O:34][C:32](=[O:33])[CH2:31][N:29]([C:14]2[CH:13]=[C:12]([O:11][CH2:1][CH2:2][CH2:3][CH2:4][CH2:5][CH2:6][CH2:7][CH2:8][CH2:9][CH3:10])[CH:17]=[C:16]([O:18][CH2:19][CH2:20][CH2:21][CH2:22][CH2:23][CH2:24][CH2:25][CH2:26][CH2:27][CH3:28])[CH:15]=2)[CH2:31][C:32](=[O:33])[O:34][CH2:44][C:53]2[CH:48]=[CH:49][CH:50]=[CH:51][CH:52]=2)[CH:41]=[CH:40][CH:39]=[CH:38][CH:37]=1 |f:3.4|. Procedure details: A mixture of 20.0 g (0.0493 mol) of 3,5-bis(decyloxy)benzenamine, 23.6 ml (0.148 mol) of benzyl bromoacetate, 26.4 (0.123 mol) of 1,8-bis(dimethylamino)naphthalene and 2.1 g of sodium iodide in 300 ml acetonitrile and 65 ml of DMF was stirred at reflux for 48 hours. The reaction mixture was concentrated under reduced pressure and the residue was extracted with ethyl acetate. The extract was washed with 0.5N HCl, with saturated NaHCO3, dried and concentrated under reduced pressure to an oil. Puri...